This data is from the Open Reaction Database (ORD), a public repository of structured organic reaction records. The task is: describe an organic reaction: reactants, conditions, products, and yield The reactants are ClCCl, COCC(C)[N+](=O)[O-], [K], O=N[O-], N#C[Fe-3](C#N)(C#N)(C#N)(C#N)C#N, [Na+], [Na+], [Na+], [Na+], [OH-], O, O=S(=O)([O-])OOS(=O)(=O)[O-]. The product is COCC(C)([N+](=O)[O-])[N+](=O)[O-]. Reaction SMILES: [CH2:42]([Cl:43])[Cl:44].[CH3:3][O:4][CH2:5][CH:6]([CH3:7])[N+:8](=[O:9])[O-:10].[K:28].[N:11](=[O:12])[O-:13].[N:29]#[C:30][Fe-3:31]([C:32]#[N:33])([C:34]#[N:35])([C:36]#[N:37])([C:38]#[N:39])[C:40]#[N:41].[Na+:14].[Na+:25].[Na+:26].[Na+:2].[OH-:1].[OH2:27].[S:15]([O:16][O:17][S:18]([O-:19])(=[O:20])=[O:21])([O-:22])(=[O:23])=[O:24]>>[CH3:3][O:4][CH2:5][C:6]([CH3:7])([N+:8](=[O:9])[O-:10])[N+:11](=[O:12])[O-:13]. The reactants are [Br-], [Br-], CCI, C1CCOC1, CC[Zn]CC, CN1CCCN(C)C1=O, Cl[Cu], Cl, Ic1cccc(OCc2ccccc2)c1, [Mn+2]. Yields the product CCc1cccc(OCc2ccccc2)c1. As a reaction SMILES: [Br-:41].[Br-:43].[CH2:1]([CH3:2])[I:3].[CH2:34]1[O:35][CH2:36][CH2:37][CH2:38]1.[CH2:4]([Zn:5][CH2:6][CH3:7])[CH3:8].[CH3:25][N:26]1[CH2:27][CH2:28][CH2:29][N:30]([CH3:31])[C:32]1=[O:33].[Cl:39][Cu:40].[ClH:24].[I:9][c:10]1[cH:11][c:12]([O:16][CH2:17][c:18]2[cH:19][cH:20][cH:21][cH:22][cH:23]2)[cH:13][cH:14][cH:15]1.[Mn+2:42]>>[CH2:1]([CH3:2])[c:10]1[cH:11][c:12]([O:16][CH2:17][c:18]2[cH:19][cH:20][cH:21][cH:22][cH:23]2)[cH:13][cH:14][cH:15]1. Yields the product CC(C)(C)OC(=O)N1CCNC(CO)C1. Reaction SMILES: [C:3]([O:4][C:5](=[O:6])[N:10]1[CH:11]([CH2:23][OH:24])[CH2:12][N:13]([C:16](=[O:17])[O:18][C:19]([CH3:20])([CH3:21])[CH3:22])[CH2:14][CH2:15]1)([CH3:7])([CH3:8])[CH3:9].[CH3:25][CH2:26][OH:27].[Na+:2].[OH-:1]>>[NH:10]1[CH:11]([CH2:23][OH:24])[CH2:12][N:13]([C:16](=[O:17])[O:18][C:19]([CH3:20])([CH3:21])[CH3:22])[CH2:14][CH2:15]1. The reactants are CC(C)(C)OC(=O)N1CCN(C(=O)OC(C)(C)C)C(CO)C1, CCO, [Na+], [OH-]. The reactants are BrC1=CC=C(C=NC(C(C)C)C(C)C)C=C1 ((4-bromobenzylidene)(1-isopropyl-2-methylpropyl)amine), C(CCC)[Li] (n-butyllithium). The product is C(C1=CC=CC=C1)=NC(C(C)C)C(C)C ((benzylidene)(1-isopropyl-2-methylpropyl)amine). Reaction SMILES: Br[C:2]1[CH:16]=[CH:15][C:5]([CH:6]=[N:7][CH:8]([CH:12]([CH3:14])[CH3:13])[CH:9]([CH3:11])[CH3:10])=[CH:4][CH:3]=1.C([Li])CCC>>[CH:6](=[N:7][CH:8]([CH:12]([CH3:14])[CH3:13])[CH:9]([CH3:10])[CH3:11])[C:5]1[CH:15]=[CH:16][CH:2]=[CH:3][CH:4]=1. Reported procedure: treating (4-bromobenzylidene)(1-isopropyl-2-methylpropyl)amine with n-butyllithium to give para-lithiated (benzylidene)(1-isopropyl-2-methylpropyl)amine, Starting materials: C=CCBr, CN(C)C=O, COCN1C(=O)C(C(=O)OC)C(c2ccc(OC)cc2)Cc2cc(Cl)ccc21, [H-], [Na+]. Product: C=CCC1(C(=O)OC)C(=O)N(COC)c2ccc(Cl)cc2CC1c1ccc(OC)cc1. Reaction SMILES: [CH2:31]([CH:32]=[CH2:33])[Br:34].[CH3:35][N:36]([CH3:37])[CH:38]=[O:39].[Cl:3][c:4]1[cH:5][cH:6][c:7]2[c:8]([cH:30]1)[CH2:9][CH:10]([c:22]1[cH:23][cH:24][c:25]([O:28][CH3:29])[cH:26][cH:27]1)[CH:11]([C:18](=[O:19])[O:20][CH3:21])[C:12](=[O:17])[N:13]2[CH2:14][O:15][CH3:16].[H-:1].[Na+:2]>>[Cl:3][c:4]1[cH:5][cH:6][c:7]2[c:8]([cH:30]1)[CH2:9][CH:10]([c:22]1[cH:23][cH:24][c:25]([O:28][CH3:29])[cH:26][cH:27]1)[C:11]([C:18](=[O:19])[O:20][CH3:21])([CH2:33][CH:32]=[CH2:31])[C:12](=[O:17])[N:13]2[CH2:14][O:15][CH3:16]. Reactants: O=C(O)c1ccc(C(F)(F)F)cn1, NCc1ccc2c(c1)OCO2. The reagents and catalysts are CN(C)C(=[N+](C)C)F.F[P-](F)(F)(F)(F)F (TFFH), CN1CCOCC1 (NMM). Run in CN(C)C=O (DMF), CN(C)C=O (DMF), CN(C)C=O (DMF), CN(C)C=O (DMF), CN(C)C=O (DMF), CN(C)C=O (DMF). Conditions: temperature 25 celsius, time 2 hour. Yields the product O=C(NCc1ccc2c(c1)OCO2)c1ccc(C(F)(F)F)cn1. Yield: 0.2%. RXN SMILES: NCc1ccc2c(c1)OCO2.O=C(O)c1ccc(C(F)(F)F)cn1.CN(C)C(=[N+](C)C)F.F[P-](F)(F)(F)(F)F.CN1CCOCC1.CN(C)C=O>>O=C(NCc1ccc2c(c1)OCO2)c1ccc(C(F)(F)F)cn1. Starting materials: S1C(=NC2=C1C=CC=C2)C=2C(=NC(=NC2OC)CC)N[C@@H]2C[C@@H]([C@@H]1[C@H]2OC(O1)(C)C)CO (((3aR,4R,6R,6aS)-6-(5-(Benzo[d]thiazol-2-yl)-2-ethyl-6-methoxypyrimidin-4-ylamino)-2,2-dimethyltetrahydro-3aH-cyclopenta[d][1,3]dioxol-4-yl)methanol), Cl (HCl). Solvent: CO (MeOH). Conditions: time 18 hour. Yields the product S1C(=NC2=C1C=CC=C2)C=2C(NC(=NC2N[C@H]2[C@@H]([C@@H]([C@H](C2)CO)O)O)CC)=O (5-(Benzo[d]thiazol-2-yl)-6-((1R,2S,3R,4R)-2,3-dihydroxy-4-(hydroxymethyl)cyclopentylamino)-2-ethylpyrimidin-4(3H)-one). RXN SMILES: [S:1]1[C:5]2[CH:6]=[CH:7][CH:8]=[CH:9][C:4]=2[N:3]=[C:2]1[C:10]1[C:11]([NH:20][C@H:21]2[C@@H:25]3[O:26]C(C)(C)[O:28][C@@H:24]3[C@@H:23]([CH2:31][OH:32])[CH2:22]2)=[N:12][C:13]([CH2:18][CH3:19])=[N:14][C:15]=1[O:16]C.Cl>CO>[S:1]1[C:5]2[CH:6]=[CH:7][CH:8]=[CH:9][C:4]=2[N:3]=[C:2]1[C:10]1[C:15](=[O:16])[NH:14][C:13]([CH2:18][CH3:19])=[N:12][C:11]=1[NH:20][C@@H:21]1[CH2:22][C@H:23]([CH2:31][OH:32])[C@@H:24]([OH:28])[C@H:25]1[OH:26]. Procedure details: Compound 14 (48 mg, 0.108 mmol) was suspended in MeOH (3 ml) and 3 M HCl (3) was added. The mixture was stirred at room temperature for 18 h. The mixture was evaporated to dryness to give the title compound as a white solid.